This data is from the Open Reaction Database (ORD), a public repository of structured organic reaction records. The task is: describe an organic reaction: reactants, conditions, products, and yield Reactants: C[Si](C)(C)Cl, CCC(C)=O, CC(Cc1c[nH]c2ccccc12)NC(=O)C=C1CCC(c2cccc(F)c2)(N(C)C)CC1. The product is CC(Cc1c[nH]c2ccccc12)NC(=O)C=C1CCC(c2cccc(F)c2)(N(C)C)CC1, Cl. RXN SMILES: [CH3:1][Si:2]([Cl:3])([CH3:4])[CH3:5].[CH3:38][C:39]([CH2:40][CH3:41])=[O:42].[CH3:6][N:7]([C:8]1([c:30]2[cH:31][c:32]([F:36])[cH:33][cH:34][cH:35]2)[CH2:9][CH2:10][C:11](=[CH:14][C:15](=[O:16])[NH:17][CH:18]([CH2:19][c:20]2[cH:21][nH:22][c:23]3[cH:24][cH:25][cH:26][cH:27][c:28]23)[CH3:29])[CH2:12][CH2:13]1)[CH3:37]>>[CH3:6][N:7]([C:8]1([c:30]2[cH:31][c:32]([F:36])[cH:33][cH:34][cH:35]2)[CH2:9][CH2:10][C:11](=[CH:14][C:15](=[O:16])[NH:17][CH:18]([CH2:19][c:20]2[cH:21][nH:22][c:23]3[cH:24][cH:25][cH:26][cH:27][c:28]23)[CH3:29])[CH2:12][CH2:13]1)[CH3:37].[ClH:3]. Reactants: OC1CCN(CC1)C(=O)OC(C)(C)C (Tert-butyl 4-hydroxypiperidine-1-carboxylate), CC(C)([O-])C.[K+] (potassium tert-butoxide), C1CCOC1 (THF), ClC1N=CC=C(N1C)Cl (2,4-dichloro-3-methylpyrimidine). Solvent: O (water). Conditions: time 2 hour. Yields the product ClC1=C(C(=NC=N1)OC1CCN(CC1)C(=O)OC(C)(C)C)C (tert-butyl 4-[(6-chloro-5-methylpyrimidin-4-yl)oxy]piperidine-1-carboxylate). Yield: 95.0%. As a reaction SMILES: [OH:1][CH:2]1[CH2:7][CH2:6][N:5]([C:8]([O:10][C:11]([CH3:14])([CH3:13])[CH3:12])=[O:9])[CH2:4][CH2:3]1.CC(C)([O-])C.[K+].[CH2:21]1[CH2:25]OC[CH2:22]1.Cl[CH:27]1[N:32](C)[C:31]([Cl:34])=CC=[N:28]1>O>[Cl:34][C:31]1[N:32]=[CH:27][N:28]=[C:25]([O:1][CH:2]2[CH2:3][CH2:4][N:5]([C:8]([O:10][C:11]([CH3:14])([CH3:13])[CH3:12])=[O:9])[CH2:6][CH2:7]2)[C:21]=1[CH3:22] |f:1.2|. Reported procedure: Tert-butyl 4-hydroxypiperidine-1-carboxylate (2.47 g, 12.3 mmol) and potassium tert-butoxide (1.42 g, 12.7 mmol) were added to a THF (20 mL) solution of 2,4-dichloro-3-methylpyrimidine (1.60 g, 9.82 mmol), and the mixture was stirred for 2 hours. To the reaction solution, water was added, followed by extraction with ethyl acetate three times. The obtained organic layer was washed with saturated saline and dried over anhydrous sodium sulfate, and the solvent was distilled off under reduced pressu... The reactants are COC(=O)CCc1oc(=O)[nH]c1-c1ccc(C(F)(F)F)cc1, O, O=P(Cl)(Cl)Cl, c1ccncc1. Product: COC(=O)CCc1oc(Cl)nc1-c1ccc(C(F)(F)F)cc1. Reaction SMILES: [O:1]=[c:2]1[o:3][c:4]([CH2:17][CH2:18][C:19](=[O:20])[O:21][CH3:22])[c:5](-[c:7]2[cH:8][cH:9][c:10]([C:13]([F:14])([F:15])[F:16])[cH:11][cH:12]2)[nH:6]1.[OH2:34].[P:23]([Cl:24])([Cl:25])([Cl:26])=[O:27].[cH:28]1[cH:29][cH:30][n:31][cH:32][cH:33]1>>[c:2]1([Cl:25])[o:3][c:4]([CH2:17][CH2:18][C:19](=[O:20])[O:21][CH3:22])[c:5](-[c:7]2[cH:8][cH:9][c:10]([C:13]([F:14])([F:15])[F:16])[cH:11][cH:12]2)[n:6]1. Starting materials: CN1C(CC[C@@]2(C3=C(CC[C@@H]12)C=C(C=C3)S)C)=O ((+)-(4aR)-(10bR)-4-methyl-8-mercapto-10b-methyl-1,2,3,4,4a,-5,6,10b-octahydrobenzo[f]quinolin-3-one), C([O-])([O-])=O.[K+].[K+] (potassium carbonate), ClC1=NC2=CC=C(C=C2C=C1)F (2-chloro-6-fluoro-quinoline), CN(C=O)C (dimethylformamide). Solvent: C(C)(=O)OCC (ethyl acetate). Product: CN1C(CC[C@@]2(C3=C(CC[C@@H]12)C=C(C=C3)SC3=NC1=CC=C(C=C1C=C3)F)C)=O ((+)-(4aR)-(10bR)-4-methyl-8-(6-fluoro-2-quinolinylthio)-10b-methyl-1,2,3,4,4a,5,6,10b-octahydrobenzo[f]quinolin-3-one). Yield: 62.1%. RXN SMILES: [CH3:1][N:2]1[C@H:11]2[C@@:6]([CH3:17])([C:7]3[CH:15]=[CH:14][C:13]([SH:16])=[CH:12][C:8]=3[CH2:9][CH2:10]2)[CH2:5][CH2:4][C:3]1=[O:18].C(=O)([O-])[O-].[K+].[K+].Cl[C:26]1[CH:35]=[CH:34][C:33]2[C:28](=[CH:29][CH:30]=[C:31]([F:36])[CH:32]=2)[N:27]=1.CN(C)C=O>C(OCC)(=O)C>[CH3:1][N:2]1[C@H:11]2[C@@:6]([CH3:17])([C:7]3[CH:15]=[CH:14][C:13]([S:16][C:26]4[CH:35]=[CH:34][C:33]5[C:28](=[CH:29][CH:30]=[C:31]([F:36])[CH:32]=5)[N:27]=4)=[CH:12][C:8]=3[CH2:9][CH2:10]2)[CH2:5][CH2:4][C:3]1=[O:18] |f:1.2.3|. Reported procedure: A 15 mL round bottom flask was charged with (+)-(4aR)-(10bR)-4-methyl-8-mercapto-10b-methyl-1,2,3,4,4a,-5,6,10b-octahydrobenzo[f]quinolin-3-one (100 mg, 0.38 mmol), potassium carbonate (158 mg, 1.14 mmol), 2-chloro-6-fluoro-quinoline (84 mg, 0.46 mmol) and 1.5 mL of anhydrous dimethylformamide, fitted with a reflux condenser, and the stirred mixture was heated at 60°, under nitrogen, for 48 h. The mixture was cooled, diluted with ethyl acetate (75 mL) and washed with brine (2×25 mL). The combine... Reactants: C(C)(=O)C1=NNC(=C1)C(=O)N[C@H](CN1N=C(C=C1)C1=C(C(=C(C=C1)C#N)Cl)F)C ((S)-3-acetyl-N-(1-(3-(3-chloro-4-cyano-2-fluorophenyl)-1H-pyrazol-1-yl)propan-2-yl)-1H-pyrazole-5-carboxamide), [BH4-].[Na+] (sodium borohydride). Product: ClC=1C(=C(C=CC1C#N)C1=NN(C=C1)C[C@H](C)NC(=O)C1=CC(=NN1)C(C)O)F (N—((S)-1-(3-(3-chloro-4-cyano-2-fluorophenyl)-1H-pyrazol-1-yl)propan-2-yl)-3-(1-hydroxyethyl)-1H-pyrazole-5-carboxamide). The yield is 29.5%. Reaction SMILES: [C:1]([C:4]1[CH:8]=[C:7]([C:9]([NH:11][C@@H:12]([CH3:29])[CH2:13][N:14]2[CH:18]=[CH:17][C:16]([C:19]3[CH:24]=[CH:23][C:22]([C:25]#[N:26])=[C:21]([Cl:27])[C:20]=3[F:28])=[N:15]2)=[O:10])[NH:6][N:5]=1)(=[O:3])[CH3:2].[BH4-].[Na+]>>[Cl:27][C:21]1[C:20]([F:28])=[C:19]([C:16]2[CH:17]=[CH:18][N:14]([CH2:13][C@@H:12]([NH:11][C:9]([C:7]3[NH:6][N:5]=[C:4]([CH:1]([OH:3])[CH3:2])[CH:8]=3)=[O:10])[CH3:29])[N:15]=2)[CH:24]=[CH:23][C:22]=1[C:25]#[N:26] |f:1.2|. Reported procedure: (S)-3-acetyl-N-(1-(3-(3-chloro-4-cyano-2-fluorophenyl)-1H-pyrazol-1-yl)propan-2-yl)-1H-pyrazole-5-carboxamide of Example 227 (0.05 g, 0.122 mmol) was reacted with sodium borohydride (0.009 g, 0.244 mmol) using the method of Example 84. Yield of the title compound 0.015 g. 1H NMR (400 MHz; MeOD): δ 1.23 (d, 3H), 1.49 (d, 3H), 4.39 (m, 2H), 4.55 (m, 1H), 6.56 (s, 1H), 6.77 (dd, 1H), 7.67 (d, 1H), 7.75 (d, 1H), 8.17 (m, 1H). Starting materials: C(C1=CC=CC=C1)NC1=C(C(=C(C(=O)O)C(=C1F)OC)OC)F (4-(Benzylamino)-3,5-difluoro-2,6-dimethoxybenzoic acid). The solvent is ClC1=CC=CC=C1 (chlorobenzene). Yields the product C(C1=CC=CC=C1)NC1=C(C(=CC(=C1F)OC)OC)F (N-benzyl-2,6-difluoro-3,5-dimethoxyaniline). Yield: 94.3%. RXN SMILES: [CH2:1]([NH:8][C:9]1[C:17]([F:18])=[C:16]([O:19][CH3:20])[C:12](C(O)=O)=[C:11]([O:21][CH3:22])[C:10]=1[F:23])[C:2]1[CH:7]=[CH:6][CH:5]=[CH:4][CH:3]=1>ClC1C=CC=CC=1>[CH2:1]([NH:8][C:9]1[C:10]([F:23])=[C:11]([O:21][CH3:22])[CH:12]=[C:16]([O:19][CH3:20])[C:17]=1[F:18])[C:2]1[CH:3]=[CH:4][CH:5]=[CH:6][CH:7]=1. Reported procedure: 4-(Benzylamino)-3,5-difluoro-2,6-dimethoxybenzoic acid (9.1 g, 28.1 mmol) was treated with chlorobenzene (45 mL) and the solution heated to reflux under nitrogen where it was maintained for 16 hours. The solution was cooled to room temperature and extracted with saturated, aqueous sodium bicarbonate solution (2×5 mL) followed by water. The organic layer was concentrated under reduced pressure to an oil that crystallized on standing. This was recrystallized from heptane (10 mL) and toluene (5 mL)... RXN SMILES: [CH:1]1([CH:7]([C:11](=O)[CH3:12])[C:8](=O)[CH3:9])[CH2:6][CH2:5][CH2:4][CH2:3][CH2:2]1.Cl.[NH:15]([C:17]1[CH:22]=[CH:21][C:20]([CH2:23][CH2:24][OH:25])=[CH:19][CH:18]=1)[NH2:16]>>[CH:1]1([C:7]2[C:11]([CH3:12])=[N:16][N:15]([C:17]3[CH:18]=[CH:19][C:20]([CH2:23][CH2:24][OH:25])=[CH:21][CH:22]=3)[C:8]=2[CH3:9])[CH2:6][CH2:5][CH2:4][CH2:3][CH2:2]1 |f:1.2|. The product is C1(CCCCC1)C=1C(=NN(C1C)C1=CC=C(C=C1)CCO)C (2-[4-(4-Cyclohexyl-3,5-dimethyl-1H-pyrazol-1-yl)phenyl]ethanol). Procedure details: The title compound was prepared according to the procedure described in step 1 of Example 1 from 3-cyclohexylpentane-2,4-dione (Tetrahedron, 1991, 47, 6511) and 2-(4-hydrazinophenyl)ethanol hydrochloride: 1H-NMR (CDCl3) δ 7.36-7.30 (4H, m), 391 (2H, t, J=6.6 Hz), 2.91 (2H, t, J=6.6 Hz), 2.31 (3H, s), 2.24 (3H, s), 1.82-1.26 (11H, m). Starting materials: C1(CCCCC1)C(C(C)=O)C(C)=O (3-cyclohexylpentane-2,4-dione), Cl.N(N)C1=CC=C(C=C1)CCO (2-(4-hydrazinophenyl)ethanol hydrochloride).